This data is from the Open Reaction Database (ORD), a public repository of structured organic reaction records. The task is: describe an organic reaction: reactants, conditions, products, and yield Starting materials: [BH4-].[Na+] (sodium borohydride), CC(C)=CC (2-methyl-2-butene), O=O (oxygen). Run in CO (methanol). The product is CC(C(C)O)=C (3-methylbut-3-ene-2-ol), CC(C)(C=C)O (2-methylbut-3-ene-2-ol). As a reaction SMILES: [CH3:1][C:2](=[CH:4][CH3:5])[CH3:3].[O:6]=O.[BH4-].[Na+]>CO>[CH3:1][C:2](=[CH2:3])[CH:4]([OH:6])[CH3:5].[CH3:1][C:2]([OH:6])([CH:4]=[CH2:5])[CH3:3] |f:2.3|. Reported procedure: A mixture of 1.0 g (14.3 mmol) of 2-methyl-2-butene and 500 mg. of photosensitizing resin in 150 ml of methanol was irradiated as described above. The volume of oxygen uptake was measured. To the solution was added sodium borohydride, and after 5 min. the solution was extracted with ether (20 ml.) The ether solution was analyzed by gas chromatography to give 3-methylbut-3-ene-2-ol and 2-methylbut-3-ene-2-ol, in a 50:50 ratio, within experimental error. The ratio of these two products is the same... Starting materials: C[Si](OC(=C(OCC)OCC)OCC)(C)C (trimethyl((1,2,2-triethoxyvinyl)oxy)silane), C(/CCC)=N\[C@@H](C)C1=CC=CC=C1 ((S,E)-N-butylidene-1-phenylethanamine), imine. Run in CC1OCCC1 (2-methyltetrahydrofuran), CC1OCCC1 (2-methyltetrahydrofuran). Conditions: temperature 0 celsius, time 4 hour. Product: C(C)OC(C(=O)OCC)([C@H](CCC)N[C@@H](C)C1=CC=CC=C1)OCC ((S)-ethyl 2,2-diethoxy-3-(((S)-1-phenylethyl)amino)hexanoate). The yield is 119.2%. As a reaction SMILES: [CH:1](=[N:5]/[C@H:6]([C:8]1[CH:13]=[CH:12][CH:11]=[CH:10][CH:9]=1)[CH3:7])\[CH2:2][CH2:3][CH3:4].C[Si](C)(C)[O:16][C:17]([O:25][CH2:26][CH3:27])=[C:18]([O:22][CH2:23][CH3:24])[O:19][CH2:20][CH3:21]>CC1CCCO1>[CH2:23]([O:22][C:18]([O:19][CH2:20][CH3:21])([C@@H:1]([NH:5][C@H:6]([C:8]1[CH:9]=[CH:10][CH:11]=[CH:12][CH:13]=1)[CH3:7])[CH2:2][CH2:3][CH3:4])[C:17]([O:25][CH2:26][CH3:27])=[O:16])[CH3:24]. Procedure details: With BF3OEt2: (S,E)-N-butylidene-1-phenylethanamine (Example 1, 10.0 g, 57.0 mmol) was dissolved in 250 mL 2-methyltetrahydrofuran and cooled to 0° C. BF3OEt2 (7.0 mL, 57.0 mmol) was added to the mixture followed by a solution of trimethyl((1,2,2-triethoxyvinyl)oxy)silane (Example 10, 11.34 g, 45.6 mmol) in 80 mL 2-methyltetrahydrofuran, and the mixture was stirred at 0° C. After four hours, further imine (1.8 g, 10.2 mmol) and BF3OEt2 (1.2 mL, 9.7 mmol) were added and the mixture was stirred at... Reactants: BrCc1ccccc1, CC(C)(C)N(NC(=O)c1ccccc1)C(=O)c1ccccc1, Cl, [H-], [Na+], CN(C)C=O, O. Yields the product CC(C)(C)N(C(=O)c1ccccc1)N(Cc1ccccc1)C(=O)c1ccccc1. As a reaction SMILES: [Br:25][CH2:26][c:27]1[cH:28][cH:29][cH:30][cH:31][cH:32]1.[C:1]([CH3:2])([CH3:3])([CH3:4])[N:5]([NH:6][C:7]([c:8]1[cH:9][cH:10][cH:11][cH:12][cH:13]1)=[O:14])[C:15]([c:16]1[cH:17][cH:18][cH:19][cH:20][cH:21]1)=[O:22].[ClH:33].[H-:23].[Na+:24].[O:34]=[CH:35][N:36]([CH3:37])[CH3:38].[OH2:39]>>[C:1]([CH3:2])([CH3:3])([CH3:4])[N:5]([N:6]([C:7]([c:8]1[cH:9][cH:10][cH:11][cH:12][cH:13]1)=[O:14])[CH2:26][c:27]1[cH:28][cH:29][cH:30][cH:31][cH:32]1)[C:15]([c:16]1[cH:17][cH:18][cH:19][cH:20][cH:21]1)=[O:22]. The reactants are C([O-])([O-])=O.[K+].[K+] (potassium carbonate), ClC=1SC(=CC1C1CC(C=C(C1)NNS(=O)(=O)C1=CC=C(C=C1)OC)=O)Cl (5-(2,5-dichlorothiophen-3-yl)-1-[2-(4-methoxyphenylsulfonyl)hydrazino]cyclohexen-3-one), C([O-])([O-])=O.[K+].[K+] (potassium carbonate), BrCC(CC)=O (1-bromobutan-2-one). Run in CO (methanol). Reaction conditions: time 2 hour. Product: ClC=1SC(=CC1C1CC(C=2C(=CN=NC2C1)CC)=O)Cl (7-(2,5-dichlorothiophen-3-yl)-4-ethyl-5,6,7,8-tetrahydrocinnolin-5-one). Isolated yield 19.9%. Reaction SMILES: [Cl:1][C:2]1[S:3][C:4]([Cl:27])=[CH:5][C:6]=1[CH:7]1[CH2:12][C:11]([NH:13][NH:14]S(C2C=CC(OC)=CC=2)(=O)=O)=[CH:10][C:9](=[O:26])[CH2:8]1.C(=O)([O-])[O-].[K+].[K+].Br[CH2:35][C:36](=O)[CH2:37][CH3:38]>CO>[Cl:1][C:2]1[S:3][C:4]([Cl:27])=[CH:5][C:6]=1[CH:7]1[CH2:12][C:11]2[N:13]=[N:14][CH:35]=[C:36]([CH2:37][CH3:38])[C:10]=2[C:9](=[O:26])[CH2:8]1 |f:1.2.3|. Reported procedure: To a mixture of 5-(2,5-dichlorothiophen-3-yl)-1-[2-(4-methoxyphenylsulfonyl)hydrazino]cyclohexen-3-one (1.79 g), anhydrous potassium carbonate (0.718 g) and methanol (30 ml) was added under ice-cooling 1-bromobutan-2-one (0.785 g), and the mixture was stirred at room temperature for 2 hours. To the mixture was added anhydrous potassium carbonate (1.2 g), and the mixture was stirred for 2 hours. Under reduced pressure, the solvent was evaporated, and the residue was extracted with ethyl acetate. ...